This data is from the Open Reaction Database (ORD), a public repository of structured organic reaction records. The task is: describe an organic reaction: reactants, conditions, products, and yield Reactants: CC1=CC(=O)C(=C(O1)C(=O)NCC2=CC=C(C=C2)C3=CC=C(C=C3)C#N)O (AM-5), CN1C2CCC1CC(C2)OC(C3=CC=CC=C3)C4=CC=C(C=C4)Cl.Cl (FC-1). The product is CN1C2CCC1CC(C2)OC(C3=CC=CC=C3)C4=CC=C(C=C4)Cl.Cl.CC1=CC(=O)C(=C(O1)C(=O)NCC2=CC=C(C=C2)C3=CC=C(C=C3)C#N)O (FC-1 AM-5). As a reaction SMILES: [CH3:1][C:2]1[O:8][C:7]([C:9]([NH:11][CH2:12][C:13]2[CH:18]=[CH:17][C:16]([C:19]3[CH:24]=[CH:23][C:22]([C:25]#[N:26])=[CH:21][CH:20]=3)=[CH:15][CH:14]=2)=[O:10])=[C:6]([OH:27])[C:4](=[O:5])[CH:3]=1.[CH3:28][N:29]1[CH:33]2[CH2:34][CH:35]([O:37][CH:38]([C:45]3[CH:50]=[CH:49][C:48]([Cl:51])=[CH:47][CH:46]=3)[C:39]3[CH:44]=[CH:43][CH:42]=[CH:41][CH:40]=3)[CH2:36][CH:30]1[CH2:31][CH2:32]2.[ClH:52]>>[CH3:28][N:29]1[CH:33]2[CH2:34][CH:35]([O:37][CH:38]([C:45]3[CH:50]=[CH:49][C:48]([Cl:51])=[CH:47][CH:46]=3)[C:39]3[CH:44]=[CH:43][CH:42]=[CH:41][CH:40]=3)[CH2:36][CH:30]1[CH2:31][CH2:32]2.[ClH:52].[CH3:1][C:2]1[O:8][C:7]([C:9]([NH:11][CH2:12][C:13]2[CH:18]=[CH:17][C:16]([C:19]3[CH:20]=[CH:21][C:22]([C:25]#[N:26])=[CH:23][CH:24]=3)=[CH:15][CH:14]=2)=[O:10])=[C:6]([OH:27])[C:4](=[O:5])[CH:3]=1 |f:1.2,3.4.5|. Procedure: To a 100-mL round-bottom flask, equipped with a magnetic stirbar, was charged 9.92 g (165 mmol) of AM-5. Next, 20 g (16.5 mmol) of FC-1 was added to the flask at room temperature over about 1 hour. After stirring for one additional hour, volatiles were removed at temperatures up to 130° C. at 2.5 mm pressure to provide FC-1/AM-5, nominal molecular weight=1239.1 g/mol. Reactants: BrC1=C(C=NN1C(C)(C)C)C=1SC=C(N1)CC(=O)NCC1CCOCC1 (2-(2-(5-bromo-1-tert-butyl-1H-pyrazol-4-yl)thiazol-4-yl)-N-((tetrahydro-2H-pyran-4-yl)methyl)acetamide), O1CCN(CC1)C1=CC=C(C=C1)B(O)O ((4-morpholinophenyl)boronic acid). Yields the product C(C)(C)(C)N1N=CC(=C1C1=CC=C(C=C1)N1CCOCC1)C=1SC=C(N1)CC(=O)NCC1CCOCC1 (2-{2-[1-tert-butyl-5-(4-(morpholin-4-yl)phenyl)-1H-pyrazol-4-yl]-1,3-thiazol-4-yl}-N-(tetrahydro-2H-pyran-4-ylmethyl)acetamide). Reaction SMILES: Br[C:2]1[N:6]([C:7]([CH3:10])([CH3:9])[CH3:8])[N:5]=[CH:4][C:3]=1[C:11]1[S:12][CH:13]=[C:14]([CH2:16][C:17]([NH:19][CH2:20][CH:21]2[CH2:26][CH2:25][O:24][CH2:23][CH2:22]2)=[O:18])[N:15]=1.[O:27]1[CH2:32][CH2:31][N:30]([C:33]2[CH:38]=[CH:37][C:36](B(O)O)=[CH:35][CH:34]=2)[CH2:29][CH2:28]1>>[C:7]([N:6]1[C:2]([C:36]2[CH:35]=[CH:34][C:33]([N:30]3[CH2:29][CH2:28][O:27][CH2:32][CH2:31]3)=[CH:38][CH:37]=2)=[C:3]([C:11]2[S:12][CH:13]=[C:14]([CH2:16][C:17]([NH:19][CH2:20][CH:21]3[CH2:26][CH2:25][O:24][CH2:23][CH2:22]3)=[O:18])[N:15]=2)[CH:4]=[N:5]1)([CH3:10])([CH3:9])[CH3:8]. Procedure details: Using 2-(2-(5-bromo-1-tert-butyl-1H-pyrazol-4-yl)thiazol-4-yl)-N-((tetrahydro-2H-pyran-4-yl)methyl)acetamide and (4-morpholinophenyl)boronic acid and by reaction and purification in the same manner as in the method described in Example 43, the title compound was obtained. The reactants are NCCNC(C(C(=O)NCCN)CCOCC1=CC=CC=C1)=O (N,N′-Bis-(2-aminoethyl)-2-(2-benzyloxy-ethyl)malonamide). The solvent is C1CCOC1 (THF). Conditions: temperature 40 celsius, time 2 day. Yields the product NCCNCC(CNCCN)CCOCC1=CC=CC=C1 (N,N′-Bis(2-amino-ethyl)-2-(2-benzyloxyethyl)-1,3-diaminopropane). The yield is 98.0%. RXN SMILES: [NH2:1][CH2:2][CH2:3][NH:4][C:5](=O)[CH:6]([CH2:13][CH2:14][O:15][CH2:16][C:17]1[CH:22]=[CH:21][CH:20]=[CH:19][CH:18]=1)[C:7]([NH:9][CH2:10][CH2:11][NH2:12])=O>C1COCC1>[NH2:1][CH2:2][CH2:3][NH:4][CH2:5][CH:6]([CH2:13][CH2:14][O:15][CH2:16][C:17]1[CH:18]=[CH:19][CH:20]=[CH:21][CH:22]=1)[CH2:7][NH:9][CH2:10][CH2:11][NH2:12]. Reported procedure: N,N′-Bis-(2-aminoethyl)-2-(2-benzyloxy-ethyl)malonamide (3.80 g) was dissolved in THF (20 mL) and the flask was immersed in an ice bath. The flask was flushed with argon and THF borane complex (80 mL, 1 M in THF) was added through a syringe. The reaction mixture was allowed to warm up to room temp. and then stirred at 40° C. for 2 days and refluxed for 1 h. Methanol (50 mL) was added dropwise and the solution was stirred at 40 overnight. The solvents were removed by rotary evaporator and the res... Reactants: FC1=C(C=CC=C1OC)C(=O)C1=NC(=NC=C1)SC ((2-fluoro-3-methoxy-phenyl)-(2-methylsulfanyl-pyrimidin-4-yl)-methanone), NO (hydroxylamine), C1CCC2=NCCCN2CC1 (DBU). Run in CCOC(=O)C (EtOAc), C(C)O (ethanol). Product: COC1=CC=CC=2C(=NOC21)C2=NC(=NC=C2)SC (7-methoxy-3-(2-methylsulfanylpyrimidin-4-yl)-benzo[d]isoxazole). As a reaction SMILES: F[C:2]1[C:7]([O:8][CH3:9])=[CH:6][CH:5]=[CH:4][C:3]=1[C:10]([C:12]1[CH:17]=[CH:16][N:15]=[C:14]([S:18][CH3:19])[N:13]=1)=O.[NH2:20][OH:21].C1CCN2C(=NCCC2)CC1>C(O)C.CCOC(C)=O>[CH3:9][O:8][C:7]1[C:2]2[O:21][N:20]=[C:10]([C:12]3[CH:17]=[CH:16][N:15]=[C:14]([S:18][CH3:19])[N:13]=3)[C:3]=2[CH:4]=[CH:5][CH:6]=1. Reported procedure: A mixture of (2-fluoro-3-methoxy-phenyl)-(2-methylsulfanyl-pyrimidin-4-yl)-methanone (1 g, 3.59 mmol) and hydroxylamine (50% in water, 1.5 mL) in ethanol was heated to reflux overnight. The resulting mixture was cooled to RT, diluted with EtOAc and then concentrated under reduced pressure. The residue was dissolved in THF and DBU (0.84 mL, 5.6 mmol) was added, the resulting mixture was heated to 150° C. in a microwave reactor for 30 min. The reaction mixture was then concentrated under reduced p... Reactants: [Cl-].[NH4+] (ammonium chloride), CCN(C(C)C)C(C)C (DIEA), CCN=C=NCCCN(C)C (EDCI), ClC=1C=C(C=CC1)NC1=NC=2C(C3=CN=CC=C13)=CC=CC2C(=O)O (5-(3-chlorophenylamino)benzo[c][2,6]naphthyridine-7-carboxylic acid), C=1C=CC2=C(C1)N=NN2O (HOBt). Run in O (H2O), O (Water), CN1CCCC1=O (NMP). Product: ClC=1C=C(C=CC1)NC1=NC=2C(C3=CN=CC=C13)=CC=CC2C(=O)N (5-(3-chlorophenylamino)benzo[c][2,6]naphthyridine-7-carboxamide), solid. RXN SMILES: [Cl:1][C:2]1[CH:3]=[C:4]([NH:8][C:9]2[C:18]3[C:13](=[CH:14][N:15]=[CH:16][CH:17]=3)[C:12]3=[CH:19][CH:20]=[CH:21][C:22]([C:23]([OH:25])=O)=[C:11]3[N:10]=2)[CH:5]=[CH:6][CH:7]=1.C1C=CC2N(O)N=[N:32]C=2C=1.[Cl-].[NH4+].CCN(C(C)C)C(C)C.CCN=C=NCCCN(C)C>CN1C(=O)CCC1.O>[Cl:1][C:2]1[CH:3]=[C:4]([NH:8][C:9]2[C:18]3[C:13](=[CH:14][N:15]=[CH:16][CH:17]=3)[C:12]3=[CH:19][CH:20]=[CH:21][C:22]([C:23]([NH2:32])=[O:25])=[C:11]3[N:10]=2)[CH:5]=[CH:6][CH:7]=1 |f:2.3|. Reported procedure: 5-(3-chlorophenylamino)benzo[c][2,6]naphthyridine-7-carboxylic acid (20 mg) was reacted in NMP (0.4 ml) with HOBt.H2O (40 mg), ammonium chloride (40 mg), DIEA (100 ul) and EDCI (50 mg) at 70° C. for 1 hour. Water was added and the precipitate filtered and dried. After trituration in methanol and filtration, 5-(3-chlorophenylamino)benzo[c][2,6]naphthyridine-7-carboxamide was isolated as a solid (8 mg). LCMS (ES): >95% pure, m/z 349 [M+1]+. Reactants: CS(=O)(=O)OC(CCC1CCCCC1)C (3-cyclohexyl-1-methylpropyl methanesulfonate), C1(C=2C(C(N1)=O)=CC=CC2)=O (phthalimide), C([O-])([O-])=O.[K+].[K+] (potassium carbonate). The solvent is CN(C)C=O (DMF), CN(C)C=O (DMF). Conditions: temperature 80 celsius. Product: C1(CCCCC1)CCC(C)N1C(C2=CC=CC=C2C1=O)=O (2-(3-cyclohexyl-1-methylpropyl)-1H-isoindole-1,3(2H)-dione). Isolated yield 58.1%. Reaction SMILES: CS(O[CH:6]([CH3:15])[CH2:7][CH2:8][CH:9]1[CH2:14][CH2:13][CH2:12][CH2:11][CH2:10]1)(=O)=O.[C:16]1(=[O:26])[NH:20][C:19](=[O:21])[C:18]2=[CH:22][CH:23]=[CH:24][CH:25]=[C:17]12.C(=O)([O-])[O-].[K+].[K+]>CN(C=O)C>[CH:9]1([CH2:8][CH2:7][CH:6]([N:20]2[C:16](=[O:26])[C:17]3[C:18](=[CH:22][CH:23]=[CH:24][CH:25]=3)[C:19]2=[O:21])[CH3:15])[CH2:14][CH2:13][CH2:12][CH2:11][CH2:10]1 |f:2.3.4|. Procedure details: A solution of 7.00 g 3-cyclohexyl-1-methylpropyl methanesulfonate in 20 mL DMF was added to a solution of 5.14 g phthalimide and 7.43 g of potassium carbonate in 50 mL DMF at room temperature. The reaction mixture was stirred at 80° C. over night. Aqueous work-up followed by silica gel filtration yielded 4.95 g (58%) of a colourless oil.